This data is from the Open Reaction Database (ORD), a public repository of structured organic reaction records. The task is: describe an organic reaction: reactants, conditions, products, and yield Reactants: ice water, BrC1=CC=C(C=C1)C=1C=C(C(=NC1)O)[N+](=O)[O-] (5-(4-bromphenyl)-2-hydroxy-3-nitropyridine), P(=O)(Cl)(Cl)Cl (phosphorous oxychloride), C(O)([O-])=O.[Na+] (sodium hydrogencarbonate). Run at temperature 120 celsius. The product is ClC1=NC=C(C=C1[N+](=O)[O-])C1=CC=C(C=C1)Br (2-Chloro-5-(4-bromphenyl)-3-nitropyridine). Reaction SMILES: [Br:1][C:2]1[CH:7]=[CH:6][C:5]([C:8]2[CH:9]=[C:10]([N+:15]([O-:17])=[O:16])[C:11](O)=[N:12][CH:13]=2)=[CH:4][CH:3]=1.C(=O)([O-])O.[Na+].P(Cl)(Cl)([Cl:25])=O>>[Cl:25][C:11]1[C:10]([N+:15]([O-:17])=[O:16])=[CH:9][C:8]([C:5]2[CH:6]=[CH:7][C:2]([Br:1])=[CH:3][CH:4]=2)=[CH:13][N:12]=1 |f:1.2|. Procedure details: A mixture of 10.2 g of 5-(4-bromphenyl)-2-hydroxy-3-nitropyridine (starting material H4) and 40 ml of phosphorous oxychloride is heated under reflux to 120° C. for 3 hours. After cooling the mixture is carefully added to ice/water, then neutralized with sodium hydrogencarbonate and extracted three times with ethyl acetate. The combined organic phases are evaporated to dryness and the residue is chromatographed on a silica gel column (ethyl acetate/petroleum ether 1:12). Concentration of the chro... Starting materials: ClC(=O)C(=O)OCC (ethyl chloroformylformate), NC1SC=2C(=N1)C=1C=CC=CC1C2 (2-amino indeno[1,2-d]thiazole), N1=CC=CC=C1 (pyridine). Solvent: C(Cl)Cl (methylene chloride). Run at time 8 hour. Product: S1C(N=C2C1=CC=1C=CC=CC12)NC(C(=O)OCC)=O (Ethyl N-(indeno[1,2-d]thiazol-2-yl)-oxamate). Isolated yield 61.9%. Reaction SMILES: Cl[C:2]([C:4]([O:6][CH2:7][CH3:8])=[O:5])=[O:3].[NH2:9][CH:10]1[N:14]=[C:13]2[C:15]3[CH:16]=[CH:17][CH:18]=[CH:19][C:20]=3[CH:21]=[C:12]2[S:11]1.N1C=CC=CC=1>C(Cl)Cl>[S:11]1[C:12]2=[CH:21][C:20]3[CH:19]=[CH:18][CH:17]=[CH:16][C:15]=3[C:13]2=[N:14][CH:10]1[NH:9][C:2](=[O:3])[C:4]([O:6][CH2:7][CH3:8])=[O:5]. Reported procedure: 4.2 g (0.031 mole) of ethyl chloroformylformate were added dropwise at room temperature to a solution of 5.2 g (0.028 mole) of 2-amino indeno[1,2-d]thiazole in 250 ml of methylene chloride/2.5 ml of pyridine. The reaction mixture was stirred overnight, after which it was washed with water and dried over Na2SO4, the solvent was distilled off and the residue was recrystallized from acetone to give 5.0 g (62%) of a product of melting point 226°-228° C. Starting materials: CC=1NC=2C(CCCC2C1C(=O)O)=O (2-methyl-7-oxo-4,5,6,7-tetrahydro-1H-indole-3-carboxylic acid), CN1CCN(CC1)CCCN (3-(4-methylpiperazin-1-yl)propan-1-amine). Yields the product CC=1NC=2C(CCCC2C1C(=O)NCCCN1CCN(CC1)C)=O (2-methyl-N-(3-(4-methylpiperazin-1-yl)propyl)-7-oxo-4,5,6,7-tetrahydro-1H-indole-3-carboxamide). Isolated yield 78.2%. RXN SMILES: [CH3:1][C:2]1[NH:3][C:4]2[C:5](=[O:14])[CH2:6][CH2:7][CH2:8][C:9]=2[C:10]=1[C:11]([OH:13])=O.[CH3:15][N:16]1[CH2:21][CH2:20][N:19]([CH2:22][CH2:23][CH2:24][NH2:25])[CH2:18][CH2:17]1>>[CH3:1][C:2]1[NH:3][C:4]2[C:5](=[O:14])[CH2:6][CH2:7][CH2:8][C:9]=2[C:10]=1[C:11]([NH:25][CH2:24][CH2:23][CH2:22][N:19]1[CH2:18][CH2:17][N:16]([CH3:15])[CH2:21][CH2:20]1)=[O:13]. Procedure: Similar procedure as Example 2, 2-methyl-7-oxo-4,5,6,7-tetrahydro-1H-indole-3-carboxylic acid (S4) 0.2 g (1.0 mmol) and 3-(4-methylpiperazin-1-yl)propan-1-amine 0.33 g (2.1 mmol) was reacted to give 0.26 g (78%) of the titled compound as a white solid. The reactants are ice, C(C)(C)(C)OC(=O)N[C@H](C(=O)O)CC1=NC=CC=C1 ((2S)-2-[(tert-butoxycarbonyl)amino]-3-(2-pyridyl)propanoic acid), S(=O)(=O)(O)C1=CC=C(C)C=C1.C(C1=CC=CC=C1)OC(CN)=O (glycine benzyl ester tosylate), C1(=CC=CC=C1)P(=O)(C1=CC=CC=C1)N=[N+]=[N-] (diphenylphosphoryl azide), C(C)(C)N(C(C)C)CC (N,N-diisopropylethylamine). The solvent is CN(C=O)C (N,N-dimethylformamide). Conditions: time 3 hour. Yields the product C(C)(C)(C)OC(=O)N[C@H](C(=O)NCC(=O)OCC1=CC=CC=C1)CC1=NC=CC=C1 (Benzyl [[(2S)-2-[(tert-butoxycarbonyl)amino]-3-(2-pyridyl)propanoyl]amino]acetate). The yield is 90.6%. Reaction SMILES: [C:1]([O:5][C:6]([NH:8][C@@H:9]([CH2:13][C:14]1[CH:19]=[CH:18][CH:17]=[CH:16][N:15]=1)[C:10]([OH:12])=O)=[O:7])([CH3:4])([CH3:3])[CH3:2].S(C1C=CC(C)=CC=1)(O)(=O)=O.[CH2:31]([O:38][C:39](=[O:42])[CH2:40][NH2:41])[C:32]1[CH:37]=[CH:36][CH:35]=[CH:34][CH:33]=1.C1(P(N=[N+]=[N-])(C2C=CC=CC=2)=O)C=CC=CC=1.C(N(CC)C(C)C)(C)C>CN(C)C=O>[C:1]([O:5][C:6]([NH:8][C@@H:9]([CH2:13][C:14]1[CH:19]=[CH:18][CH:17]=[CH:16][N:15]=1)[C:10]([NH:41][CH2:40][C:39]([O:38][CH2:31][C:32]1[CH:37]=[CH:36][CH:35]=[CH:34][CH:33]=1)=[O:42])=[O:12])=[O:7])([CH3:2])([CH3:3])[CH3:4] |f:1.2|. Procedure: To a solution of (2S)-2-[(tert-butoxycarbonyl)amino]-3-(2-pyridyl)propanoic acid (55.0 g), glycine benzyl ester tosylate (69.7 g), and diphenylphosphoryl azide (46.7 ml) in N,N-dimethylformamide (550 ml) was added dropwise N,N-diisopropylethylamine (75.6 ml) at 4° C. The mixture was warmed to room temperature and stirred for 3 hours. The resulting mixture was poured into ice-cold saturated aqueous sodium hydrogencarbonate solution (700 ml). The mixture was extracted twice with ethyl acetate (tot... Starting materials: CCOC(=O)C[N+](=O)[O-], Cc1ccccc1C, CC(C)NCc1csc2ccccc12. The product is CCOC(=O)C(Cc1csc2ccccc12)[N+](=O)[O-]. As a reaction SMILES: [N+:15](=[O:16])([O-:17])[CH2:18][C:19](=[O:20])[O:21][CH2:22][CH3:23].[c:24]1([CH3:25])[c:26]([CH3:27])[cH:28][cH:29][cH:30][cH:31]1.[s:1]1[c:2]2[c:3]([c:4]([CH2:6][NH:7][CH:8]([CH3:9])[CH3:10])[cH:5]1)[cH:11][cH:12][cH:13][cH:14]2>>[s:1]1[c:2]2[c:3]([c:4]([CH2:6][CH:18]([N+:15](=[O:16])[O-:17])[C:19](=[O:20])[O:21][CH2:22][CH3:23])[cH:5]1)[cH:11][cH:12][cH:13][cH:14]2. Yield: 4.2%. Conditions: temperature 0 celsius, time 30 minute. As a reaction SMILES: [H-].[Na+].[CH3:3][N:4]1[CH2:9][CH2:8][CH2:7][CH:6]([CH2:10][OH:11])[CH2:5]1.[F:12][C:13]1[CH:20]=[CH:19][CH:18]=[C:17](F)[C:14]=1[C:15]#[N:16].C(#N)C1C=CC=CC=1>CN(C=O)C.O>[F:12][C:13]1[CH:20]=[CH:19][CH:18]=[C:17]([O:11][CH2:10][CH:6]2[CH2:7][CH2:8][CH2:9][N:4]([CH3:3])[CH2:5]2)[C:14]=1[C:15]#[N:16] |f:0.1|. The solvent is CN(C)C=O (DMF), O (water), CN(C)C=O (DMF). Yields the product FC1=C(C#N)C(=CC=C1)OCC1CN(CCC1)C (2-fluoro-6-(1-methylpiperidin-3-ylmethoxy)benzonitrile). Reactants: FC1=C(C#N)C(=CC=C1)F (2,6-Difluorobenzonitrile), [H-].[Na+] (Sodium hydride), CN1CC(CCC1)CO (1-Methylpiperidin-3-ylmethanol), [H-].[Na+] (sodium hydride), alcohol, C(C1=CC=CC=C1)#N (benzonitrile). Procedure details: Sodium hydride (60%; 316 mg; 7.9 mmol) was suspended in DMF and cooled to 0° C. 1-Methylpiperidin-3-ylmethanol (998 mg; 7.5 mmol) was added dropwise to the sodium hydride mixture. The solution was allowed to warm to room temperature and stirred for 30 minutes. The solution was then cooled to 0° C. 2,6-Difluorobenzonitrile (1.1 g; 7.9 mmol) in DMF was cooled to 0° C. and the alcohol mixture was added dropwise to the benzonitrile solution and allowed to warm to room temperature overnight. The solu... The reactants are N#CC1CC(F)CN1C(=O)CNC12CCC(C(=O)O)(CC1)CC2, Nc1ccccc1Cl. Product: N#CC1CC(F)CN1C(=O)CNC12CCC(C(=O)Nc3ccccc3Cl)(CC1)CC2. As a reaction SMILES: [C:1](=[O:2])([OH:3])[C:4]12[CH2:5][CH2:6][C:7]([NH:12][CH2:13][C:14](=[O:15])[N:16]3[CH:17]([C:22]#[N:23])[CH2:18][CH:19]([F:21])[CH2:20]3)([CH2:8][CH2:9]1)[CH2:10][CH2:11]2.[Cl:24][c:25]1[c:26]([NH2:27])[cH:28][cH:29][cH:30][cH:31]1>>[C:1](=[O:2])([C:4]12[CH2:5][CH2:6][C:7]([NH:12][CH2:13][C:14](=[O:15])[N:16]3[CH:17]([C:22]#[N:23])[CH2:18][CH:19]([F:21])[CH2:20]3)([CH2:8][CH2:9]1)[CH2:10][CH2:11]2)[NH:27][c:26]1[c:25]([Cl:24])[cH:31][cH:30][cH:29][cH:28]1.